From a dataset of the Open Reaction Database (ORD), a public repository of structured organic reaction records. describe an organic reaction: reactants, conditions, products, and yield Reactants: CC(=O)O, Nc1cc(O)c(Cl)cc1F, O=C1OC(=O)c2ccccc21, O. The product is O=C1c2ccccc2C(=O)N1c1cc(O)c(Cl)cc1F. Reaction SMILES: [CH3:23][C:24](=[O:25])[OH:26].[NH2:1][c:2]1[c:3]([F:10])[cH:4][c:5]([Cl:9])[c:6]([OH:8])[cH:7]1.[O:11]=[C:12]1[O:13][C:14](=[O:15])[c:16]2[cH:17][cH:18][cH:19][cH:20][c:21]21.[OH2:22]>>[N:1]1([c:2]2[c:3]([F:10])[cH:4][c:5]([Cl:9])[c:6]([OH:8])[cH:7]2)[C:12](=[O:11])[c:21]2[c:16]([cH:17][cH:18][cH:19][cH:20]2)[C:14]1=[O:13]. The reactants are ClC1=NC=NC(=C1[N+](=O)[O-])Cl (4,6-dichloro-5-nitro-pyrimidine), O (water), C(CO)(=O)OC (methyl glycolate), [H-].[Na+] (sodium hydride). Run in CN(C=O)C (N,N-dimethyl formamide), CN(C=O)C (N,N-dimethyl formamide). Conditions: time 10 minute. The product is COC(COC1=NC=NC(=C1[N+](=O)[O-])Cl)=O ((6-chloro-5-nitro-pyrimidin-4-yloxy)-acetic acid methyl ester). Yield: 43.5%. As a reaction SMILES: [C:1]([O:5][CH3:6])(=[O:4])[CH2:2][OH:3].[H-].[Na+].[Cl:9][C:10]1[C:15]([N+:16]([O-:18])=[O:17])=[C:14](Cl)[N:13]=[CH:12][N:11]=1.O>CN(C)C=O>[CH3:6][O:5][C:1](=[O:4])[CH2:2][O:3][C:14]1[C:15]([N+:16]([O-:18])=[O:17])=[C:10]([Cl:9])[N:11]=[CH:12][N:13]=1 |f:1.2|. Procedure: In a 50 ml flask at low temperature, methyl glycolate (0.22 ml, 2.8 mmol) and sodium hydride (114 mg, 2.8 mmol) were dissolved in N,N-dimethyl formamide (7 ml) and then stirred for 10 minutes. 4,6-dichloro-5-nitro-pyrimidine (500 mg, 2.6 mmol) dissolved in N,N-dimethyl formamide (6.5 ml) was added thereto dropwise and then stirred at the same temperature for additional 10 minutes, and then the temperature was raised to room temperature and stirred for additional 10 hours. After completion of the... Starting materials: OC1=CC=C(C=2CCCCC12)O (1,4-dihydroxy-5,6,7,8-tetrahydronaphthalene), C(C=1C(C(=O)Cl)=CC=CC1)(=O)Cl (phthalic acid dichloride), CCO (EtOH). The product is OC1=C2C(C=3C=CC=CC3C(C2=C(C=2CCCCC12)O)=O)=O (6,11-dihydroxy-7,8,9,10-tetrahydro-5,12-naphtacenequinone). The yield is 88.0%. As a reaction SMILES: [OH:1][C:2]1[C:11]2[CH2:10][CH2:9][CH2:8][CH2:7][C:6]=2C(O)=C[CH:3]=1.[C:13](Cl)(=[O:23])[C:14]1[C:15](=[CH:19][CH:20]=[CH:21][CH:22]=1)[C:16](Cl)=[O:17].[CH3:25][CH2:26][OH:27]>>[OH:27][C:26]1[C:6]2[CH2:7][CH2:8][CH2:9][CH2:10][C:11]=2[C:2]([OH:1])=[C:3]2[C:25]=1[C:13](=[O:23])[C:14]1[CH:22]=[CH:21][CH:20]=[CH:19][C:15]=1[C:16]2=[O:17]. Procedure: The method was similar to Example 1 but using 16.4 g (0.1 mols) of 1,4-dihydroxy-5,6,7,8-tetrahydronaphthalene and 20.2 g (0.1 mol) of phthalic acid dichloride. The product was 33.7 g (88% yield) of 6,11-dihydroxy-7,8,9,10-tetrahydro-5,12-naphtacenequinone (9), m.p.=194°-196° C. (EtOH). The reactants are N1=CC(=CC=C1)CC(=O)O (2-(pyridin-3-yl)acetic acid). The reagents and catalysts are O=[Pt]=O (PtO2). The solvent is CC(=O)O (AcOH). Run at time 16 hour. The product is N1CC(CCC1)CC(=O)O (2-(piperidin-3-yl)acetic acid). Reaction SMILES: [N:1]1[CH:6]=[CH:5][CH:4]=[C:3]([CH2:7][C:8]([OH:10])=[O:9])[CH:2]=1>CC(O)=O.O=[Pt]=O>[NH:1]1[CH2:6][CH2:5][CH2:4][CH:3]([CH2:7][C:8]([OH:10])=[O:9])[CH2:2]1. Reported procedure: To a solution of 2-(pyridin-3-yl)acetic acid (274 mg, 2.0 mmol, 1.0 eq) in AcOH (2 mL) was added PtO2 (226 mg, 1.0 mmol, 0.5 eq). The mixture was stirred at room temperature for 16 h under H2. The catalyst was filtered out and the filtrate was concentrated to give 2-(piperidin-3-yl)acetic acid as a slight yellow solid (300 mg, Y: 81%). ESI-MS (M+H)+: 143.1. 1H NMR (400 MHz, CD3OD) δ: 3.34-3.31 (m, 1H), 2.84-2.77 (m, 1H), 2.64-2.57 (m, 3H), 2.18-2.10 (m, 3H), 1.86-1.83 (m, 2H), 1.71-1.67 (m, 1H),... Reaction SMILES: BrC1C=C([N:8]2[C:20]3[CH:19]=[C:18]4[C:21]([CH3:29])([CH3:28])[C:22]5[C:27]([C:17]4=[CH:16][C:15]=3[C:14]3[C:9]2=[CH:10][CH:11]=[CH:12][CH:13]=3)=[CH:26][CH:25]=[CH:24][CH:23]=5)C=C(Br)N=1.[N:31]1[CH:36]=[CH:35][CH:34]=[C:33](B(O)O)[CH:32]=1.C([O-])([O-])=O.[Na+].[Na+]>COCCOC.C1C=CC([P]([Pd]([P](C2C=CC=CC=2)(C2C=CC=CC=2)C2C=CC=CC=2)([P](C2C=CC=CC=2)(C2C=CC=CC=2)C2C=CC=CC=2)[P](C2C=CC=CC=2)(C2C=CC=CC=2)C2C=CC=CC=2)(C2C=CC=CC=2)C2C=CC=CC=2)=CC=1>[CH3:28][C:21]1([CH3:29])[C:18]2=[CH:19][C:20]3[N:8]([C:34]4[CH:35]=[C:36]([C:33]5[CH:32]=[N:31][CH:36]=[CH:35][CH:34]=5)[N:31]=[C:32]([C:33]5[CH:32]=[N:31][CH:36]=[CH:35][CH:34]=5)[CH:33]=4)[C:9]4[C:14]([C:15]=3[CH:16]=[C:17]2[C:27]2[C:22]1=[CH:23][CH:24]=[CH:25][CH:26]=2)=[CH:13][CH:12]=[CH:11][CH:10]=4 |f:2.3.4,^1:55,57,76,95|. The reagents and catalysts are C=1C=CC(=CC1)[P](C=2C=CC=CC2)(C=3C=CC=CC3)[Pd]([P](C=4C=CC=CC4)(C=5C=CC=CC5)C=6C=CC=CC6)([P](C=7C=CC=CC7)(C=8C=CC=CC8)C=9C=CC=CC9)[P](C=1C=CC=CC1)(C=1C=CC=CC1)C=1C=CC=CC1 (Pd(PPh3)4). The solvent is COCCOC (ethylene glycol dimethyl ether). The product is CC1(C2=CC=CC=C2C=2C1=CC=1N(C3=CC=CC=C3C1C2)C2=CC(=NC(=C2)C=2C=NC=CC2)C=2C=NC=CC2)C (12,12-Dimethyl-10-[3,2′;6′,3″]terpyridin-4′-yl-10,12-dihydro-10-azaindeno[2,1-b]fluorene). Procedure details: 20 g (38.6 mmol) of 10-(2,6-dibromopyridin-4-yl)-12,12-dimethyl-10,12-dihydro-10-azaindeno[2,1-b]fluorene and 10.4 g of 3-pyridineboronic acid (84.9 mmol) are suspended in 400 ml of ethylene glycol dimethyl ether. 85 ml of a 2 M Na2CO3 solution are added to the reaction mixture. 2.23 g (1.93 mmol) of Pd(PPh3)4 are added to this suspension. The reaction mixture is heated under reflux for 12 h. After cooling, the precipitated solid is filtered off with suction, washed with water and ethanol and dr... Reactants: BrC1=NC(=CC(=C1)N1C2=CC=CC=C2C=2C=C3C(=CC12)C(C1=CC=CC=C13)(C)C)Br (10-(2,6-dibromopyridin-4-yl)-12,12-dimethyl-10,12-dihydro-10-azaindeno[2,1-b]fluorene), N1=CC(=CC=C1)B(O)O (3-pyridineboronic acid), C(=O)([O-])[O-].[Na+].[Na+] (Na2CO3). The reactants are C(=C)S (vinyl mercaptan), C1(\C=C/C(=O)O1)=O (maleic anhydride), NC1=CC=C(C(=O)O)C=C1 (p-amino benzoic acid). Yields the product C(CCC(=O)NC1=CC=CC=C1)(=O)O (succinanilic acid). As a reaction SMILES: C(S)=C.[C:4]1(=[O:10])[O:9][C:7](=[O:8])[CH:6]=[CH:5]1.[NH2:11][C:12]1[CH:20]=[CH:19][C:15](C(O)=O)=[CH:14][CH:13]=1>>[C:4]([OH:9])(=[O:10])[CH2:5][CH2:6][C:7]([NH:11][C:12]1[CH:20]=[CH:19][CH:15]=[CH:14][CH:13]=1)=[O:8]. Procedure details: The copolymer of vinyl mercaptan and maleic anhydride which is further reacted with p-amino benzoic acid to form polymeric succinanilic acid, Reactants: C(C)C1=CC=CC2=C(ON=C21)C2=CC=CC=C2 (7-ethyl-3-phenyl-2,1-benzisoxazole), BrN1C(CCC1=O)=O (N-bromosuccinimide), C(C1=CC=CC=C1)(=O)OOC(C1=CC=CC=C1)=O (dibenzoylperoxide). Solvent: C(Cl)(Cl)(Cl)Cl (carbon tetrachloride). Reaction conditions: time 2.5 hour. Yields the product BrC(C)C1=CC=CC2=C(ON=C21)C2=CC=CC=C2 (7-(1-Bromoethyl)-3-phenyl-2,1-benzisoxazole). As a reaction SMILES: [CH2:1]([C:3]1[C:11]2[C:7](=[C:8]([C:12]3[CH:17]=[CH:16][CH:15]=[CH:14][CH:13]=3)[O:9][N:10]=2)[CH:6]=[CH:5][CH:4]=1)[CH3:2].[Br:18]N1C(=O)CCC1=O.C(OOC(=O)C1C=CC=CC=1)(=O)C1C=CC=CC=1>C(Cl)(Cl)(Cl)Cl>[Br:18][CH:1]([C:3]1[C:11]2[C:7](=[C:8]([C:12]3[CH:17]=[CH:16][CH:15]=[CH:14][CH:13]=3)[O:9][N:10]=2)[CH:6]=[CH:5][CH:4]=1)[CH3:2]. Procedure details: To a solution of 12.2 g (0.054 mole) of 7-ethyl-3-phenyl-2,1-benzisoxazole in 60 ml of carbon tetrachloride was added 10.5 g (0.059 mole) of N-bromosuccinimide and 0.1 g of dibenzoylperoxide. The stirred reaction mixture was heated at reflux under flood light illumination and an argon atmosphere for 2.5 hr. The cooled reaction mixture was filtered and the filter cake was washed with 40 ml of carbon tetrachloride. The combined filtrates were washed with three 100 ml portions of 10% sodium bicarbo... Reactants: BrC1=CC=C(C2=NN(N=C21)C2=CC=NC=C2)Br (4,7-dibromo-2-(pyridin-4-yl)-2H-benzo[d][1,2,3]triazole), C(CCC)[Sn](C=1SC=C2OCCOC21)(CCCC)CCCC (tributyl(2,3-dihydrothieno[3,4-b][1,4]dioxin-5-yl)stannane). Reagents/catalysts: Cl[Pd]([P](C1=CC=CC=C1)(C2=CC=CC=C2)C3=CC=CC=C3)([P](C4=CC=CC=C4)(C5=CC=CC=C5)C6=CC=CC=C6)Cl (bis(triphenylphosphine)palladium(II) dichloride). Run in CN(C=O)C (dimethylformamide). Conditions: temperature 100 celsius. The product is O1C=2C(OCC1)=C(SC2)C2=CC=C(C1=NN(N=C12)C1=CC=NC=C1)C=1SC=C2OCCOC21 (4,7-bis(2,3-dihydrothieno[3,4-b][1,4]dioxin-5-yl)-2-(pyridin-4-yl)-2H-benzo[d][1,2,3]triazole). RXN SMILES: Br[C:2]1[C:10]2[C:6](=[N:7][N:8]([C:11]3[CH:16]=[CH:15][N:14]=[CH:13][CH:12]=3)[N:9]=2)[C:5](Br)=[CH:4][CH:3]=1.C([Sn](CCCC)(CCCC)[C:23]1[S:24][CH:25]=[C:26]2[C:31]=1[O:30][CH2:29][CH2:28][O:27]2)CCC>Cl[Pd](Cl)([P](C1C=CC=CC=1)(C1C=CC=CC=1)C1C=CC=CC=1)[P](C1C=CC=CC=1)(C1C=CC=CC=1)C1C=CC=CC=1.CN(C)C=O>[O:27]1[CH2:28][CH2:29][O:30][C:31]2=[C:23]([C:2]3[C:10]4[C:6](=[N:7][N:8]([C:11]5[CH:16]=[CH:15][N:14]=[CH:13][CH:12]=5)[N:9]=4)[C:5]([C:25]4[S:24][CH:23]=[C:31]5[C:26]=4[O:27][CH2:28][CH2:29][O:30]5)=[CH:4][CH:3]=3)[S:24][CH:25]=[C:26]12 |^1:42,61|. Reported procedure: A mixture of Intermediate A (0.71 g, 2.0 mmol), tributyl(2,3-dihydrothieno[3,4-b][1,4]dioxin-5-yl)stannane (2.27 g, 5.0 mmol), bis(triphenylphosphine)palladium(II) dichloride (0.20 g, 0.28 mmol), and anhydrous dimethylformamide (20 mL) was stirred under argon and heated at 100° C. for 4 hours. The volatiles were removed under reduced pressure, and the crude product was purified by column chromatography (silica gel, dichloromethane/ethyl acetate 75:25) and washing with ethanol (20 mL) to give 4,7... Starting materials: O (water), C(CC)(=O)Cl (Propionyl chloride), C(CC)OCCOC=1C=CC2=C(C=C(CCN2)C(=O)OC)C1 (methyl 7-(2-propoxyethoxy)-2,3-dihydro-1H-1-benzazepine-4-carboxylate), C([O-])([O-])=O.[K+].[K+] (potassium carbonate). Run in CN(C)C=O (DMF). Reaction conditions: time 8 hour. Product: C(CC)(=O)N1CCC(=CC2=C1C=CC(=C2)OCCOCCC)C(=O)OC (methyl 1-propionyl-7-(2-propoxyethoxy)-2,3-dihydro-1H-1-benzazepine-4-carboxylate). RXN SMILES: [C:1](Cl)(=[O:4])[CH2:2][CH3:3].[CH2:6]([O:9][CH2:10][CH2:11][O:12][C:13]1[CH:14]=[CH:15][C:16]2[NH:22][CH2:21][CH2:20][C:19]([C:23]([O:25][CH3:26])=[O:24])=[CH:18][C:17]=2[CH:27]=1)[CH2:7][CH3:8].C(=O)([O-])[O-].[K+].[K+].O>CN(C=O)C>[C:1]([N:22]1[C:16]2[CH:15]=[CH:14][C:13]([O:12][CH2:11][CH2:10][O:9][CH2:6][CH2:7][CH3:8])=[CH:27][C:17]=2[CH:18]=[C:19]([C:23]([O:25][CH3:26])=[O:24])[CH2:20][CH2:21]1)(=[O:4])[CH2:2][CH3:3] |f:2.3.4|. Reported procedure: Propionyl chloride (1.0 ml) was added dropwise to a suspension of methyl 7-(2-propoxyethoxy)-2,3-dihydro-1H-1-benzazepine-4-carboxylate (0.2 g) and potassium carbonate (2.2 g) in DMF (10 ml) under ice-cooling. The mixture was stirred at room temperature overnight under nitrogen atmosphere, and poured into water, which was extracted with ethyl acetate. The organic layer was washed with water and saturated brine, and dried with anhydrous magnesium sulfate. The solvent was evaporated and the residu...